From a dataset of the Open Reaction Database (ORD), a public repository of structured organic reaction records. describe an organic reaction: reactants, conditions, products, and yield Starting materials: [Br-], C1CCOC1, COC1=CC(=O)CN(C)C1, CO, Cl, Cc1ccc([Mg+])cc1. Product: Cc1ccc(C2=CC(=O)CN(C)C2)cc1. RXN SMILES: [Br-:1].[CH2:23]1[O:24][CH2:25][CH2:26][CH2:27]1.[CH3:10][O:11][C:12]1=[CH:13][C:14](=[O:19])[CH2:15][N:16]([CH3:18])[CH2:17]1.[CH3:20][OH:21].[ClH:22].[c:2]1([CH3:9])[cH:3][cH:4][c:5]([Mg+:8])[cH:6][cH:7]1>>[c:2]1([CH3:9])[cH:3][cH:4][c:5]([C:12]2=[CH:13][C:14](=[O:19])[CH2:15][N:16]([CH3:18])[CH2:17]2)[cH:6][cH:7]1. The reactants are C1(=CC=C(C=C1)S(=O)(=O)Cl)C (4-toluenesulfonyl chloride), C(C)(C)(C)C1=CC(=NO1)C(C)O (1-(5-t-butyl-isoxazol-3-yl)ethanol), O (water). The solvent is N1=CC=CC=C1 (pyridine). Conditions: time 5 hour. Product: ClC(C)C1=NOC(=C1)C(C)(C)C (3-(1-chloroethyl)-5-t-butylisoxazole). RXN SMILES: [C:1]([C:5]1[O:9][N:8]=[C:7]([CH:10](O)[CH3:11])[CH:6]=1)([CH3:4])([CH3:3])[CH3:2].C1(C)C=CC(S([Cl:22])(=O)=O)=CC=1.O>N1C=CC=CC=1>[Cl:22][CH:10]([C:7]1[CH:6]=[C:5]([C:1]([CH3:4])([CH3:3])[CH3:2])[O:9][N:8]=1)[CH3:11]. Procedure details: 1.18 g of 1-(5-t-butyl-isoxazol-3-yl)ethanol was dissolved in 2 ml of pyridine, and 1.36 of 4-toluenesulfonyl chloride was then added under ice-cooling. The mixture was stirred for 5 hours under ice-cooling. After water was added, the reaction mixture was extracted with ethyl acetate. The organic layer was washed with water, dried over anhydrous magnesium sulfate, filtered and then concentrated under reduced pressure. The residue was subjected to silica gel column chromatography to obtain 1.60 g... Starting materials: CCCCP(CCCC)CCCC, O=C(N=NC(=O)N1CCCCC1)N1CCCCC1, O=C1SC(Cc2ccc(O)cc2)C(=O)N1C(c1ccccc1)(c1ccccc1)c1ccccc1, Cn1c(CO)nc2cncnc21, c1ccccc1. Product: Cn1c(COc2ccc(CC3SC(=O)N(C(c4ccccc4)(c4ccccc4)c4ccccc4)C3=O)cc2)nc2cncnc21. As a reaction SMILES: [CH2:47]([P:48]([CH2:49][CH2:50][CH2:51][CH3:52])[CH2:53][CH2:54][CH2:55][CH3:56])[CH2:57][CH2:58][CH3:59].[N:60]([C:61]([N:62]1[CH2:63][CH2:64][CH2:65][CH2:66][CH2:67]1)=[O:68])=[N:69][C:70]([N:71]1[CH2:72][CH2:73][CH2:74][CH2:75][CH2:76]1)=[O:77].[OH:13][c:14]1[cH:15][cH:16][c:17]([CH2:18][CH:19]2[C:20](=[O:44])[N:21]([C:25]([c:26]3[cH:27][cH:28][cH:29][cH:30][cH:31]3)([c:32]3[cH:33][cH:34][cH:35][cH:36][cH:37]3)[c:38]3[cH:39][cH:40][cH:41][cH:42][cH:43]3)[C:22](=[O:24])[S:23]2)[cH:45][cH:46]1.[OH:1][CH2:2][c:3]1[n:4]([CH3:12])[c:5]2[n:6][cH:7][n:8][cH:9][c:10]2[n:11]1.[cH:78]1[cH:79][cH:80][cH:81][cH:82][cH:83]1>>[O:1]([CH2:2][c:3]1[n:4]([CH3:12])[c:5]2[n:6][cH:7][n:8][cH:9][c:10]2[n:11]1)[c:14]1[cH:15][cH:16][c:17]([CH2:18][CH:19]2[C:20](=[O:44])[N:21]([C:25]([c:26]3[cH:27][cH:28][cH:29][cH:30][cH:31]3)([c:32]3[cH:33][cH:34][cH:35][cH:36][cH:37]3)[c:38]3[cH:39][cH:40][cH:41][cH:42][cH:43]3)[C:22](=[O:24])[S:23]2)[cH:45][cH:46]1. The reactants are [Al], CC1(Cc2ccc(C#N)cc2)C(=O)N(c2cc(Cl)c(F)c(Cl)c2)c2nccn21, ClCCl, O=C1CCC(=O)N1I, Cc1ccc(S(=O)(=O)[O-])cc1, c1cc[nH+]cc1. Yields the product CC1(Cc2ccc(C#N)cc2)C(=O)N(c2cc(Cl)c(F)c(Cl)c2)c2ncc(I)n21. Reaction SMILES: [Al:29].[Cl:1][c:2]1[cH:3][c:4]([N:10]2[c:11]3[n:12]([cH:26][cH:27][n:28]3)[C:13]([CH3:16])([CH2:17][c:18]3[cH:19][cH:20][c:21]([C:22]#[N:23])[cH:24][cH:25]3)[C:14]2=[O:15])[cH:5][c:6]([Cl:9])[c:7]1[F:8].[Cl:55][CH2:56][Cl:57].[I:30][N:31]1[C:32](=[O:33])[CH2:34][CH2:35][C:36]1=[O:37].[c:38]1([CH3:39])[cH:40][cH:41][c:42]([S:43]([O-:44])(=[O:45])=[O:46])[cH:47][cH:48]1.[nH+:49]1[cH:50][cH:51][cH:52][cH:53][cH:54]1>>[Cl:1][c:2]1[cH:3][c:4]([N:10]2[c:11]3[n:12]([c:26]([I:30])[cH:27][n:28]3)[C:13]([CH3:16])([CH2:17][c:18]3[cH:19][cH:20][c:21]([C:22]#[N:23])[cH:24][cH:25]3)[C:14]2=[O:15])[cH:5][c:6]([Cl:9])[c:7]1[F:8]. The reactants are C[Si](C)(C)C#CN1C=NC=2C(=C1O)C=C(N2)NC(C(C)(C)C)=O (3-trimethylsilylethynyl--4-hydroxy-6-pivaloylaminopyrrolo[2,3-d]pyrimidine), [F-].C(CCC)[N+](CCCC)(CCCC)CCCC (tetrabutylammonium fluoride). The solvent is O1CCCC1 (tetrahydrofuran), O1CCCC1 (tetrahydrofuran). Product: C(#C)N1C=NC=2C(=C1O)C=C(N2)NC(C(C)(C)C)=O (3-ethynyl-4-hydroxy-6-pivaloylaminopyrrolo[2,3-d]pyrimidine). Reaction conditions: time 5 minute. As a reaction SMILES: C[Si]([C:5]#[C:6][N:7]1[C:12]([OH:13])=[C:11]2[CH:14]=[C:15]([NH:17][C:18](=[O:23])[C:19]([CH3:22])([CH3:21])[CH3:20])[N:16]=[C:10]2[N:9]=[CH:8]1)(C)C.[F-].C([N+](CCCC)(CCCC)CCCC)CCC>O1CCCC1>[C:6]([N:7]1[C:12]([OH:13])=[C:11]2[CH:14]=[C:15]([NH:17][C:18](=[O:23])[C:19]([CH3:21])([CH3:20])[CH3:22])[N:16]=[C:10]2[N:9]=[CH:8]1)#[CH:5] |f:1.2|. Procedure: To a solution of 1.5 g of 3-trimethylsilylethynyl--4-hydroxy-6-pivaloylaminopyrrolo[2,3-d]pyrimidine in 100 mL of anhydrous tetrahydrofuran cooled to 0° C. are added under nitrogen 4.75 mL of 1M tetrabutylammonium fluoride in anhydrous tetrahydrofuran. After 5 minutes, the reaction mixture is allowed to attain room temperature and is then stirred for 2 hours. The solvent is removed under reduced pressure and the residue purified by chromatography over silica gel to yield 3-ethynyl-4-hydroxy-6-pi...